This data is from the Open Reaction Database (ORD), a public repository of structured organic reaction records. The task is: describe an organic reaction: reactants, conditions, products, and yield The reactants are Clc1cc(I)ccn1, FC(F)c1cc(-c2ccc(C(F)(F)F)cc2)nc(I)n1. The product is FC(F)c1cc(-c2ccc(C(F)(F)F)cc2)nc(-c2ccnc(Cl)c2)n1. Reaction SMILES: [Cl:21][c:22]1[n:23][cH:24][cH:25][c:26]([I:28])[cH:27]1.[I:1][c:2]1[n:3][c:4](-[c:11]2[cH:12][cH:13][c:14]([C:17]([F:18])([F:19])[F:20])[cH:15][cH:16]2)[cH:5][c:6]([CH:8]([F:9])[F:10])[n:7]1>>[c:2]1(-[c:26]2[cH:25][cH:24][n:23][c:22]([Cl:21])[cH:27]2)[n:3][c:4](-[c:11]2[cH:12][cH:13][c:14]([C:17]([F:18])([F:19])[F:20])[cH:15][cH:16]2)[cH:5][c:6]([CH:8]([F:9])[F:10])[n:7]1. The reactants are [OH-].[K+] (KOH), aryl chloride, Teflon, CNC1=CC=CC=C1 (N-methyl-aniline), ClC=1C=C(C(=O)O)C=CC1 (3-chlorobenzoic acid), liquid. The reagents and catalysts are C=1C=CC(=CC1)/C=C/C(=O)/C=C/C2=CC=CC=C2.C=1C=CC(=CC1)/C=C/C(=O)/C=C/C2=CC=CC=C2.C=1C=CC(=CC1)/C=C/C(=O)/C=C/C2=CC=CC=C2.[Pd].[Pd] (Pd2 dba3), CC1=CC=C(C=C1)C(C(C(C)C)=O)C1=CC=C(C=C1)C (1,1-Bis(4-methylphenyl)-3-methyl-2-butanone), OS(=O)(=O)O (H2SO4). The solvent is CC(C)(C)O (t-BuOH), CC(C)(C)O (t-BuOH). Reaction conditions: temperature 100 celsius. Product: CN(C=1C=C(C(=O)O)C=CC1)C1=CC=CC=C1 (3-(Methyl-phenyl-amino)-benzoic acid). Isolated yield 102.5%. Reaction SMILES: [OH-].[K+].Cl[C:4]1[CH:5]=[C:6]([CH:10]=[CH:11][CH:12]=1)[C:7]([OH:9])=[O:8].[CH3:13][NH:14][C:15]1[CH:20]=[CH:19][CH:18]=[CH:17][CH:16]=1>OS(O)(=O)=O.C1C=CC(/C=C/C(/C=C/C2C=CC=CC=2)=O)=CC=1.C1C=CC(/C=C/C(/C=C/C2C=CC=CC=2)=O)=CC=1.C1C=CC(/C=C/C(/C=C/C2C=CC=CC=2)=O)=CC=1.[Pd].[Pd].CC1C=CC(C(C2C=CC(C)=CC=2)C(=O)C(C)C)=CC=1.CC(O)(C)C>[CH3:13][N:14]([C:15]1[CH:20]=[CH:19][CH:18]=[CH:17][CH:16]=1)[C:4]1[CH:5]=[C:6]([CH:10]=[CH:11][CH:12]=1)[C:7]([OH:9])=[O:8] |f:0.1,5.6.7.8.9|. Reported procedure: An oven-dried resealable Schlenk flask was evacuated and backfilled with argon. The flask was charged with Pd2 dba3 (9.2 mg, 0.01 mmol, 2 mol % Pd), Ligand 1 (19 mg, 0.04 mmol, 4 mol %), pulverized KOH (168 mg, 3.0 mmol), and 3-chlorobenzoic acid (156 mg, 1.0 mmol). The flask was evacuated and backfilled with argon (3×) and then capped with a rubber septum. To the flask was added t-BuOH (2.0 mL), N-methyl-aniline (0.163 mL, 1.5 mmol) and t-BuOH (0.5 mL). The septum was replaced with a Teflon scr...